This data is from the Open Reaction Database (ORD), a public repository of structured organic reaction records. The task is: describe an organic reaction: reactants, conditions, products, and yield Reactants: CN(C(=O)Cl)C1=CC=CC=C1 (N-methyl-N-phenyl carbamoyl chloride), OC1=CC=C(C=N1)N1C(CCCC1=O)=O (6′-hydroxy-4,5-dihydro-3H-[1,3]bipyridinyl-2,6-dione), N12CCN(CC1)CC2 (1,4-diazabicyclo[2,2,2]octane). Solvent: O1CCCC1 (tetrahydrofuran). Product: O=C1N(C(CCC1)=O)C=1C=NC(=CC1)OC(N(C1=CC=CC=C1)C)=O (Methyl-phenyl-carbamic acid 2,6-dioxo-3,4,5,6-tetrahydro-2H-[1,3′]bipyridinyl-6′-yl ester). Isolated yield 76.6%. RXN SMILES: [CH3:1][N:2]([C:6]1[CH:11]=[CH:10][CH:9]=[CH:8][CH:7]=1)[C:3](Cl)=[O:4].[OH:12][C:13]1[N:18]=[CH:17][C:16]([N:19]2[C:24](=[O:25])[CH2:23][CH2:22][CH2:21][C:20]2=[O:26])=[CH:15][CH:14]=1.N12CCN(CC1)CC2>O1CCCC1>[O:26]=[C:20]1[CH2:21][CH2:22][CH2:23][C:24](=[O:25])[N:19]1[C:16]1[CH:17]=[N:18][C:13]([O:12][C:3](=[O:4])[N:2]([CH3:1])[C:6]2[CH:11]=[CH:10][CH:9]=[CH:8][CH:7]=2)=[CH:14][CH:15]=1. Procedure: A solution of N-methyl-N-phenyl carbamoyl chloride (170 mg, 1.00 mmol), 6′-hydroxy-4,5-dihydro-3H-[1,3]bipyridinyl-2,6-dione (206 mg, 1.00 mmol) and 1,4-diazabicyclo[2,2,2]octane (112 mg, 1.00 mmol) in tetrahydrofuran (10 mL) was stirred at room temperature for 18 hours. The solvent was evaporated in vacuo and the residue was purified by flash column chromatography (SiO2, first ethyl acetate:heptane 75:25 followed by pure ethyl acetate). Evaporation of the solvent yielded the title compound (260... Procedure details: To a solution of DCM (15.0 mL) containing 5-bromo-4-chloro-2-methoxy-N-methyl-N-o-tolyl-benzamide (2.75 g, 7.5 mmol) at −78° C., was added BBr3 (38.0 mL, 1M in DCM) dropwise. The mixture was gradually warmed to room temperature and stirred for 12 hrs. The mixture was concentrated to yield a solid which was washed by ether to give 5-bromo-4-chloro-2-hydroxy-N-methyl-N-o-tolyl-benzamide (2.6 g). MS: 353.8 (M+H)+; tR=2.50 min (method 1). Run in C(Cl)Cl (DCM). Product: BrC=1C(=CC(=C(C(=O)N(C2=C(C=CC=C2)C)C)C1)O)Cl (5-bromo-4-chloro-2-hydroxy-N-methyl-N-o-tolyl-benzamide). Conditions: time 12 hour. Reaction SMILES: [Br:1][C:2]1[C:3]([Cl:21])=[CH:4][C:5]([O:19]C)=[C:6]([CH:18]=1)[C:7]([N:9]([CH3:17])[C:10]1[CH:15]=[CH:14][CH:13]=[CH:12][C:11]=1[CH3:16])=[O:8].B(Br)(Br)Br>C(Cl)Cl>[Br:1][C:2]1[C:3]([Cl:21])=[CH:4][C:5]([OH:19])=[C:6]([CH:18]=1)[C:7]([N:9]([CH3:17])[C:10]1[CH:15]=[CH:14][CH:13]=[CH:12][C:11]=1[CH3:16])=[O:8]. Isolated yield 97.8%. Starting materials: BrC=1C(=CC(=C(C(=O)N(C2=C(C=CC=C2)C)C)C1)OC)Cl (5-bromo-4-chloro-2-methoxy-N-methyl-N-o-tolyl-benzamide), B(Br)(Br)Br (BBr3). Reactants: COC(C1=CC(=C(C=C1)N(C)C)F)=O (3-Fluoro-4-dimethylamino-benzoic acid methyl ester), ClCCl (dichloromethane), COS(=O)(=O)C(F)(F)F (methyltriflate). Run in C(C)OCC (diethylether). Reaction conditions: time 2.5 day. Product: FC(S(=O)(=O)[O-])(F)F.FC1=C(C=CC(=C1)C(=O)OC)[N+](C)(C)C ((2-fluoro-4-methoxycarbonyl-phenyl)-trimethyl-ammonium trifluoro-methanesulfonate). The yield is 80.0%. Reaction SMILES: [CH3:1][O:2][C:3](=[O:14])[C:4]1[CH:9]=[CH:8][C:7]([N:10]([CH3:12])[CH3:11])=[C:6]([F:13])[CH:5]=1.Cl[CH2:16]Cl.C[O:19][S:20]([C:23]([F:26])([F:25])[F:24])(=[O:22])=[O:21]>C(OCC)C>[F:24][C:23]([F:26])([F:25])[S:20]([O-:22])(=[O:21])=[O:19].[F:13][C:6]1[CH:5]=[C:4]([C:3]([O:2][CH3:1])=[O:14])[CH:9]=[CH:8][C:7]=1[N+:10]([CH3:16])([CH3:11])[CH3:12] |f:4.5|. Procedure details: To a stirred solution of 3.90 g (19.8 mmol) 9 and 70 ml dichloromethane were added 32.5 g (198 mmol) methyltriflate (Aldrich) drop wisely. The reaction mixture was stirred for 2.5 days at room temperature and diethylether was added. The desired compound precipitates and the solvent were decanted. The solid was washed extensively (ten times) with large amounts of diethylether. The solid was dried by use of oil pump vacuum and purified by (C-18) RP-column chromatography (acetonitril/water-gradient... Starting materials: P(=O)(Cl)(Cl)Cl (phosphorus oxychloride), CC=1C=C(NC1C)C(=O)OC (methyl 4,5-dimethylpyrrole-2-carboxylate), CN(C=O)C (dimethylformamide), ice water, aqueous solution, [OH-].[Na+] (sodium hydroxide). Run at time 0.5 hour. Yields the product C(=O)C1=C(NC(=C1C)C)C(=O)OC (methyl 3-formyl-4,5-dimethylpyrrole-2-carboxylate). Yield: 64.9%. As a reaction SMILES: P(Cl)(Cl)(Cl)=O.[CH3:6][C:7]1[CH:8]=[C:9]([C:13]([O:15][CH3:16])=[O:14])[NH:10][C:11]=1[CH3:12].CN(C)[CH:19]=[O:20].[OH-].[Na+]>>[CH:19]([C:8]1[C:7]([CH3:6])=[C:11]([CH3:12])[NH:10][C:9]=1[C:13]([O:15][CH3:16])=[O:14])=[O:20] |f:3.4|. Reported procedure: 15.0 g (0.0979 mole) of phosphorus oxychloride were dropwise added to a solution of 13.7 g (0.0898 mole) of methyl 4,5-dimethylpyrrole-2-carboxylate in 13 ml (0.17 mole) of dimethylformamide over a period of 1.3 hours with ice-cooling, and the resulting mixture was stirred at room temperature for 0.5 hour and then at 90-100° C. for 0.5 hour. The hot reaction mixture thus obtained was poured into ice-water and dissolved. The solution was adjusted to pH 5-6 with a 10% aqueous solution of sodium hy... The reactants are CC(=O)O, Cc1cc(-n2cnnn2)ccc1N, ClI, [Na+], [Na+], O=C([O-])[O-]. Yields the product Cc1cc(-n2cnnn2)cc(I)c1N. Reaction SMILES: [CH3:22][C:23](=[O:24])[OH:25].[CH3:3][c:4]1[c:5]([NH2:6])[cH:7][cH:8][c:9](-[n:11]2[n:12][n:13][n:14][cH:15]2)[cH:10]1.[I:1][Cl:2].[Na+:16].[Na+:17].[O-:18][C:19](=[O:20])[O-:21]>>[I:1][c:7]1[c:5]([NH2:6])[c:4]([CH3:3])[cH:10][c:9](-[n:11]2[n:12][n:13][n:14][cH:15]2)[cH:8]1. Starting materials: Sc1cc(Cl)ccc1Cl, Clc1ccc(Cl)cc1, O=C(O)CCl, O=S(=O)(O)Cl, [Zn]. Yields the product O=C(O)C(S)c1cc(Cl)ccc1Cl. As a reaction SMILES: [Cl:14][c:15]1[cH:16][cH:17][c:18]([Cl:19])[cH:20][c:21]1[SH:22].[Cl:1][c:2]1[cH:3][cH:4][c:5]([Cl:6])[cH:7][cH:8]1.[Cl:23][CH2:24][C:25](=[O:26])[OH:27].[Cl:9][S:10]([OH:11])(=[O:12])=[O:13].[Zn:28]>>[Cl:1][c:2]1[c:3]([CH:24]([SH:22])[C:25](=[O:26])[OH:27])[cH:4][c:5]([Cl:6])[cH:7][cH:8]1. The reactants are COc1ccccc1Br, CO, [Cl-], [Fe], [NH4+], O. The product is COc1cc(N)ccc1Br. As a reaction SMILES: [Br:3][c:4]1[c:5]([O:10][CH3:11])[cH:6][cH:7][cH:8][cH:9]1.[CH3:13][OH:14].[Cl-:1].[Fe:15].[NH4+:2].[OH2:12]>>[NH2:2][c:7]1[cH:6][c:5]([O:10][CH3:11])[c:4]([Br:3])[cH:9][cH:8]1.